Dataset: the Open Reaction Database (ORD), a public repository of structured organic reaction records. Task: describe an organic reaction: reactants, conditions, products, and yield Yields the product C(C)N(C1=CC=C(C=2C(C3=CC=CC=C3C(C12)=O)=O)S(=O)(=O)C1=CC=C(C)C=C1)CC (1-(diethylamino)-4-tosylanthraquinone). Procedure: 1-(diethylamino)-4-tosylanthraquinone was prepared by reaction of 1,4-ditosylanthraquinone with diethyl amine. The isolated and purified reaction product has the structure illustrated below (where "Ts" is ##STR11## The yield was 91% and the m.p. 140°-141° C. Mass spec m/e 449 (M+), 434 (M-CH3), 420 (M-C2H5), 294 (M-C7H7SO2), 266 (294-CO), 155 (C7H7SO2), 91 (C7H7): H-NMR (CD2Cl2)δ8.19-8.13 (m, 2H), 7.97-7.68 (m, 4H), 7.30-7.15 (m, 4H), 3.48-3.24 (q, 4H), 2.26 (s, 3H), 1.22-1.06 (t, 6H); IR (Nujol... Isolated yield 91.0%. RXN SMILES: [S:1]([C:11]1[C:24]2[C:23](=[O:25])[C:22]3[C:17](=[CH:18][CH:19]=[CH:20][CH:21]=3)[C:16](=[O:26])[C:15]=2[C:14](S(C2C=CC(C)=CC=2)(=O)=O)=[CH:13][CH:12]=1)([C:4]1[CH:10]=[CH:9][C:7]([CH3:8])=[CH:6][CH:5]=1)(=[O:3])=[O:2].[CH2:37]([NH:39][CH2:40][CH3:41])[CH3:38]>>[CH2:37]([N:39]([CH2:40][CH3:41])[C:14]1[C:15]2[C:16](=[O:26])[C:17]3[C:22](=[CH:21][CH:20]=[CH:19][CH:18]=3)[C:23](=[O:25])[C:24]=2[C:11]([S:1]([C:4]2[CH:10]=[CH:9][C:7]([CH3:8])=[CH:6][CH:5]=2)(=[O:2])=[O:3])=[CH:12][CH:13]=1)[CH3:38]. Starting materials: Xylenes, S(=O)(=O)(C1=CC=C(C)C=C1)C1=CC=C(C=2C(C3=CC=CC=C3C(C12)=O)=O)S(=O)(=O)C1=CC=C(C)C=C1 (1,4-ditosylanthraquinone), C(C)NCC (diethyl amine), ( ε3650 ), M-C7H7SO2. Reactants: C(C1=CC=CC=C1)N1C2CC(CC1CC2)(O)C2=CC=CC=C2 (8-Benzyl-3-phenyl-8-aza-bicyclo[3.2.1]octan-3-ol), C(=O)[O-].[NH4+] (Ammonium formate). Reagents/catalysts: [OH-].[OH-].[Pd+2] (Pearlman's catalyst). Run in IMS, O (water). The product is C1(=CC=CC=C1)C1(CC2CCC(C1)N2)O (3-Phenyl-8-aza-bicyclo[3.2.1]octan-3-ol). Yield: 76.1%. RXN SMILES: C([N:8]1[CH:13]2[CH2:14][CH2:15][CH:9]1[CH2:10][C:11]([C:17]1[CH:22]=[CH:21][CH:20]=[CH:19][CH:18]=1)([OH:16])[CH2:12]2)C1C=CC=CC=1.C([O-])=O.[NH4+]>O.[OH-].[OH-].[Pd+2]>[C:17]1([C:11]2([OH:16])[CH2:10][CH:9]3[NH:8][CH:13]([CH2:14][CH2:15]3)[CH2:12]2)[CH:18]=[CH:19][CH:20]=[CH:21][CH:22]=1 |f:1.2,4.5.6|. Procedure: 8-Benzyl-3-phenyl-8-aza-bicyclo[3.2.1]octan-3-ol (0.24 g, 0.84 mmol) was dissolved in IMS (4.5 mL) and water (0.5 mL). Ammonium formate (0.5 g) and Pearlman's catalyst (0.12 g) were added. The mixture was heated to reflux for 0.5 hour, filtered and the solution concentrated to give an oil which was purified by chromatography on an SCX cartridge eluting with ammonia (2 M) in methanol. The fractions containing the desired product were concentrated under vacuum to give the title compound (0.13 g) a...